From a dataset of the Open Reaction Database (ORD), a public repository of structured organic reaction records. describe an organic reaction: reactants, conditions, products, and yield The reactants are CS(C)=O, COc1c(CCl)cccc1Oc1ccccc1C, [I-], N#C[K], [Na+], O. Product: COc1c(CC#N)cccc1Oc1ccccc1C. As a reaction SMILES: [CH3:25][S:26]([CH3:27])=[O:28].[CH3:6][O:7][c:8]1[c:9]([O:16][c:17]2[c:18]([CH3:23])[cH:19][cH:20][cH:21][cH:22]2)[cH:10][cH:11][cH:12][c:13]1[CH2:14][Cl:15].[I-:5].[K:1][C:2]#[N:3].[Na+:4].[OH2:24]>>[C:2](#[N:3])[CH2:14][c:13]1[c:8]([O:7][CH3:6])[c:9]([O:16][c:17]2[c:18]([CH3:23])[cH:19][cH:20][cH:21][cH:22]2)[cH:10][cH:11][cH:12]1. Starting materials: C(C)(=O)O[BH-](OC(C)=O)OC(C)=O.[Na+] (Sodium triacetoxyborohydride), C(C)C(CC)NCCNC(OCC1=CC=CC=C1)=O (benzyl 2-[(1-ethylpropyl)amino]ethylcarbamate), CC(CC=O)C (3-methylbutanal), C(C)(=O)O (acetic acid). Solvent: ClCCl (dichloromethane), ClCCl (dichloromethane). Reaction conditions: time 16 hour. Yields the product C(C)C(CC)N(CCNC(OCC1=CC=CC=C1)=O)CC(C)C (Benzyl 2-[(1-ethylpropyl)(isobutyl)amino]ethylcarbamate). Isolated yield 59.7%. As a reaction SMILES: C(O[BH-](OC(=O)C)OC(=O)C)(=O)C.[Na+].[CH2:15]([CH:17]([NH:20][CH2:21][CH2:22][NH:23][C:24](=[O:33])[O:25][CH2:26][C:27]1[CH:32]=[CH:31][CH:30]=[CH:29][CH:28]=1)[CH2:18][CH3:19])[CH3:16].[CH3:34][CH:35]([CH3:39])[CH2:36]C=O.C(O)(=O)C>ClCCl>[CH2:15]([CH:17]([N:20]([CH2:34][CH:35]([CH3:39])[CH3:36])[CH2:21][CH2:22][NH:23][C:24](=[O:33])[O:25][CH2:26][C:27]1[CH:32]=[CH:31][CH:30]=[CH:29][CH:28]=1)[CH2:18][CH3:19])[CH3:16] |f:0.1|. Reported procedure: Sodium triacetoxyborohydride (1.87 g, 8.84 mmol) was added to a solution of benzyl 2-[(1-ethylpropyl)amino]ethylcarbamate (1.8 g, 6.8 mmol) (Preparation 50), 3-methylbutanal (0.8 ml, 7.5 mmol) and acetic acid (1 ml, 8.85 mmol) in dichloromethane (50 ml). The reaction mixture was stirred for 16 hours at room temperature. The reaction mixture was diluted with dichloromethane (50 ml) and then washed with saturated aqueous sodium hydrogen carbonate solution (100 ml). The organic phase was dried over... The yield is 54.5%. Procedure: A 2-butanone (7.6 mL) solution of 1.12 g of tert-butyl 4-(3-bromopropyl)-1-piperidinecarboxylate was added to a 2-butanone (7.0 mL) mixture of 0.50 g of 2-fluoro-4-hydroxybenzonitrile and 0.56 g of potassium carbonate, which was then heated to reflux for 6 hours and 30 minutes. After cooling down to room temperature, the reaction mixture was added to a mixture of ethyl acetate and water. The organic layer was separated, washed with water, and dried with anhydrous magnesium sulfate, followed by d... Reaction SMILES: CC(=O)CC.Br[CH2:7][CH2:8][CH2:9][CH:10]1[CH2:15][CH2:14][N:13]([C:16]([O:18][C:19]([CH3:22])([CH3:21])[CH3:20])=[O:17])[CH2:12][CH2:11]1.[F:23][C:24]1[CH:31]=[C:30]([OH:32])[CH:29]=[CH:28][C:25]=1[C:26]#[N:27].C(=O)([O-])[O-].[K+].[K+]>O.C(OCC)(=O)C>[C:26]([C:25]1[CH:28]=[CH:29][C:30]([O:32][CH2:7][CH2:8][CH2:9][CH:10]2[CH2:15][CH2:14][N:13]([C:16]([O:18][C:19]([CH3:22])([CH3:21])[CH3:20])=[O:17])[CH2:12][CH2:11]2)=[CH:31][C:24]=1[F:23])#[N:27] |f:3.4.5|. The product is C(#N)C1=C(C=C(OCCCC2CCN(CC2)C(=O)OC(C)(C)C)C=C1)F (tert-butyl 4-[3-(4-cyano-3-fluorophenoxy)propyl]-1-piperidinecarboxylate). The solvent is O (water), C(C)(=O)OCC (ethyl acetate). Reactants: CC(CC)=O (2-butanone), BrCCCC1CCN(CC1)C(=O)OC(C)(C)C (tert-butyl 4-(3-bromopropyl)-1-piperidinecarboxylate), CC(CC)=O (2-butanone), FC1=C(C#N)C=CC(=C1)O (2-fluoro-4-hydroxybenzonitrile), C([O-])([O-])=O.[K+].[K+] (potassium carbonate). Starting materials: Cc1ccc(Br)cc1, Cn1nccc1B(O)O, COCCOC, [Na+], [Na+], O=C([O-])[O-], O, Cl[Pd]Cl, c1ccc(P(c2ccccc2)c2ccccc2)cc1, c1ccc(P(c2ccccc2)c2ccccc2)cc1. Yields the product Cc1ccc(-c2ccnn2C)cc1. As a reaction SMILES: [Br:10][c:11]1[cH:12][cH:13][c:14]([CH3:17])[cH:15][cH:16]1.[CH3:1][n:2]1[n:3][cH:4][cH:5][c:6]1[B:7]([OH:8])[OH:9].[CH3:25][O:26][CH2:27][CH2:28][O:29][CH3:30].[Na+:18].[Na+:19].[O-:20][C:21](=[O:22])[O-:23].[OH2:24].[Pd:31]([Cl:32])[Cl:33].[c:34]1([P:35]([c:36]2[cH:37][cH:38][cH:39][cH:40][cH:41]2)[c:42]2[cH:43][cH:44][cH:45][cH:46][cH:47]2)[cH:48][cH:49][cH:50][cH:51][cH:52]1.[c:53]1([P:54]([c:55]2[cH:56][cH:57][cH:58][cH:59][cH:60]2)[c:61]2[cH:62][cH:63][cH:64][cH:65][cH:66]2)[cH:67][cH:68][cH:69][cH:70][cH:71]1>>[CH3:1][n:2]1[n:3][cH:4][cH:5][c:6]1-[c:11]1[cH:12][cH:13][c:14]([CH3:17])[cH:15][cH:16]1. Starting materials: ClC1=CC2=C(C(CCN=C2C2=CC=CC=C2)=O)C=C1 (8-chloro-1-phenyl-3,4-dihydro-2-benzazepin-5-one), [H-].[Na+] (sodium hydride), C(=O)OCC (ethyl formate), C(C)O (ethanol). Solvent: C(C)OCC (diethyl ether), C(C)OCC (diethyl ether), O (water). Run at time 0.5 hour. Yields the product Cl.ClC1=CC2=C(C(C(CN=C2C2=CC=CC=C2)=CO)=O)C=C1 (8-chloro-4-hydroxymethylidene-1-phenyl-3,4-dihydro-2-benzazepin-5-one hydrochloride). Reaction SMILES: [Cl:1][C:2]1[CH:19]=[CH:18][C:5]2[C:6](=[O:17])[CH2:7][CH2:8][N:9]=[C:10]([C:11]3[CH:16]=[CH:15][CH:14]=[CH:13][CH:12]=3)[C:4]=2[CH:3]=1.[H-].[Na+].[CH:22](OCC)=[O:23].C(O)C>C(OCC)C.O>[ClH:1].[Cl:1][C:2]1[CH:19]=[CH:18][C:5]2[C:6](=[O:17])[C:7](=[CH:22][OH:23])[CH2:8][N:9]=[C:10]([C:11]3[CH:16]=[CH:15][CH:14]=[CH:13][CH:12]=3)[C:4]=2[CH:3]=1 |f:1.2,7.8|. Procedure: The starting material is prepared as follows: To the solution of 2.6 g of 8-chloro-1-phenyl-3,4-dihydro-2-benzazepin-5-one in 4 ml of diethyl ether, 0.5 g of sodium hydride in 10 ml of diethyl ether are added and the mixture stirred for 1/2 hour. Thereupon 1.2 ml of ethyl formate and 0.1 ml of ethanol are added and the mixture refluxed for 24 hours. It is cooled in an ice bath, 30 ml of water are added, the aqueous layer separated, acidified with 2N hydrochloric acid and the precipitate formed f... Starting materials: OCCCOC1=CC=C(C=C1)C[C@@H](C(=O)O)OC ((2S)-3-[4-(3-hydroxy-propoxy)-phenyl]-2-methoxy-propionic acid), C1=CC=C(C=C1)NC2=CC(=CC=C2)O (3-hydroxydiphenylamine). Yields the product CO[C@H](C(=O)O)CC1=CC=C(C=C1)OCCCOC1=CC(=CC=C1)NC1=CC=CC=C1 ((2S)-2-Methoxy-3-{4-[3-(3-phenylamino-phenoxy)-propoxy]-phenyl}-propionic acid), solid. The yield is 4.0%. As a reaction SMILES: [OH:1][CH2:2][CH2:3][CH2:4][O:5][C:6]1[CH:11]=[CH:10][C:9]([CH2:12][C@H:13]([O:17][CH3:18])[C:14]([OH:16])=[O:15])=[CH:8][CH:7]=1.[CH:19]1[CH:24]=[CH:23][C:22]([NH:25][C:26]2[CH:31]=[CH:30][CH:29]=[C:28](O)[CH:27]=2)=[CH:21][CH:20]=1>>[CH3:18][O:17][C@@H:13]([CH2:12][C:9]1[CH:10]=[CH:11][C:6]([O:5][CH2:4][CH2:3][CH2:2][O:1][C:30]2[CH:29]=[CH:28][CH:27]=[C:26]([NH:25][C:22]3[CH:23]=[CH:24][CH:19]=[CH:20][CH:21]=3)[CH:31]=2)=[CH:7][CH:8]=1)[C:14]([OH:16])=[O:15]. Procedure: The title compound was prepared from (2S)-3-[4-(3-hydroxy-propoxy)-phenyl]-2-methoxy-propionic acid linked to Wang's Resin (Example 94, Step D) via Mitsunobu coupling with 3-hydroxydiphenylamine and cleavage from the resin (Standard Procedure G) gave an oily solid (4%). 1H-NMR (200.15 MHz, CDCl3): δ 7.31–6.81 (m, 8H), 6.83 (d, 2H, J=8.6), 6.65–6.62 (m, 2H), 6.48 (dd, 1H, J=8.2, 2.1), 4.12 (t, 4H, J=6.2), 3.99 (dd, 1H, J=7.0, 4.4), 3.40 (s, 3H), 3.10 (dd, 1H, J=14.2, 4.4), 2.95 (dd, 1H, J=14.2, 7...